Dataset: the Open Reaction Database (ORD), a public repository of structured organic reaction records. Task: describe an organic reaction: reactants, conditions, products, and yield Reactants: Br[Mg]c1ccccc1, CCCCc1nc(=O)c2cc(C(C)=O)ccc2[nH]1, [Cl-], [NH4+], C1CCOC1. The product is CCCCc1nc(=O)c2cc(C(C)(O)c3ccccc3)ccc2[nH]1. RXN SMILES: [Br:19][Mg:20][c:21]1[cH:22][cH:23][cH:24][cH:25][cH:26]1.[C:1]([CH3:2])(=[O:3])[c:4]1[cH:5][c:6]2[c:7](=[O:18])[n:8][c:9]([CH2:14][CH2:15][CH2:16][CH3:17])[nH:10][c:11]2[cH:12][cH:13]1.[Cl-:32].[NH4+:33].[O:27]1[CH2:28][CH2:29][CH2:30][CH2:31]1>>[C:1]([CH3:2])([OH:3])([c:4]1[cH:5][c:6]2[c:7](=[O:18])[n:8][c:9]([CH2:14][CH2:15][CH2:16][CH3:17])[nH:10][c:11]2[cH:12][cH:13]1)[c:21]1[cH:22][cH:23][cH:24][cH:25][cH:26]1.